From a dataset of the Open Reaction Database (ORD), a public repository of structured organic reaction records. describe an organic reaction: reactants, conditions, products, and yield Starting materials: C(C)OC(C)=O (ethylacetate), [N+](=[N-])=C (diazomethane), C(=O)(O)CCCNC1=NC2=C(C(O1)=O)C=CC=C2 (2-(3-carboxy-propylamino)-4H-3,1-benzoxazin-4-one). The solvent is petroleum ether, CCOCC (ether), CCOCC (ether). Reaction conditions: time 3 hour. Yields the product C(=O)(OC)CCCNC1=NC2=C(C(O1)=O)C=CC=C2 (2-(3-carbomethoxypropylamino)-4H-3,1-benzoxazin-4-one). As a reaction SMILES: [N+](=[CH2:3])=[N-].[C:4]([CH2:7][CH2:8][CH2:9][NH:10][C:11]1[O:16][C:15](=[O:17])[C:14]2[CH:18]=[CH:19][CH:20]=[CH:21][C:13]=2[N:12]=1)([OH:6])=[O:5].C(OC(=O)C)C>CCOCC>[C:4]([CH2:7][CH2:8][CH2:9][NH:10][C:11]1[O:16][C:15](=[O:17])[C:14]2[CH:18]=[CH:19][CH:20]=[CH:21][C:13]=2[N:12]=1)([O:6][CH3:3])=[O:5]. Procedure details: A solution of diazomethane in ether is added dropwise to a solution of 2-(3-carboxy-propylamino)-4H-3,1-benzoxazin-4-one in ether. The reaction is monitored by thin layer chromatography (silica gel, 10% ethylacetate in petroleum ether) until completion. A small amount of silica gel is added to the solution. The solution is allowed to stand for 3 hours, then filtered. The filtrate is evaporated to give 2-(3-carbomethoxypropylamino)-4H-3,1-benzoxazin-4-one. Reactants: CC=1SC=C(N1)N (2-methyl-4-thiazolamine), S(=O)(Cl)Cl (thionyl chloride), CN(C)C=O (DMF), dipotassium, N1N=NN=C1C(=O)O (1H-tetrazole-5-carboxylic acid). The solvent is C(C)#N (acetonitrile), N1=CC=CC=C1 (pyridine), C1=CC=CC=C1 (benzene), O (water), C(C)#N (acetonitrile). The product is CC=1SC=C(N1)NC(=O)C1=NN=NN1 (N-(2-methyl-4-thiazolyl)-1H-tetrazole-5-carboxamide). The yield is 41.1%. RXN SMILES: CN(C=O)C.S(Cl)(Cl)=O.[NH:10]1[C:14]([C:15]([OH:17])=O)=[N:13][N:12]=[N:11]1.[CH3:18][C:19]1[S:20][CH:21]=[C:22]([NH2:24])[N:23]=1>C(#N)C.N1C=CC=CC=1.O.C1C=CC=CC=1>[CH3:18][C:19]1[S:20][CH:21]=[C:22]([NH:24][C:15]([C:14]2[NH:13][N:12]=[N:11][N:10]=2)=[O:17])[N:23]=1. Procedure: A mixture, obtained by adding dry DMF(0.43 ml, 5.55 mmol) and then thionyl chloride (0.405 ml, 5.55 mmol) to dry benzene (1 ml) under ice-cooling, was allowed to warm up to room temperature and to react for 10 minutes upon which the mixture separated into two layers. The lower layer was added dropwise to dipotassium salt of 1H-tetrazole-5-carboxylic acid (704 mg, 3.70 mmol) suspended in dry acetonitrile (9 ml) under ice-cooling, and the mixture was allowed to react for 15 minutes. After adding d... Starting materials: Nc1cc(Br)ccc1NCC1CC1, CC(C)(C)CC(=O)Cl, CCOC(C)=O, CCN(C(C)C)C(C)C. Product: CC(C)(C)CC(=O)Nc1cc(Br)ccc1NCC1CC1. As a reaction SMILES: [Br:1][c:2]1[cH:3][c:4]([NH2:13])[c:5]([NH:8][CH2:9][CH:10]2[CH2:11][CH2:12]2)[cH:6][cH:7]1.[C:23]([CH3:24])([CH3:25])([CH3:26])[CH2:27][C:28](=[O:29])[Cl:30].[CH3:31][CH2:32][O:33][C:34](=[O:35])[CH3:36].[CH:14]([N:15]([CH2:16][CH3:17])[CH:18]([CH3:19])[CH3:20])([CH3:21])[CH3:22]>>[Br:1][c:2]1[cH:3][c:4]([NH:13][C:28]([CH2:27][C:23]([CH3:24])([CH3:25])[CH3:26])=[O:29])[c:5]([NH:8][CH2:9][CH:10]2[CH2:11][CH2:12]2)[cH:6][cH:7]1. The reactants are [BH4-], Cl, O=C(NCC(=O)C(F)(F)F)c1ccccc1, [Na+], [Na+], [OH-], O. Product: O=C(NCC(O)C(F)(F)F)c1ccccc1. RXN SMILES: [BH4-:1].[ClH:19].[F:3][C:4]([C:5]([CH2:6][NH:7][C:8]([c:9]1[cH:10][cH:11][cH:12][cH:13][cH:14]1)=[O:15])=[O:16])([F:17])[F:18].[Na+:21].[Na+:2].[OH-:20].[OH2:22]>>[F:3][C:4]([CH:5]([CH2:6][NH:7][C:8]([c:9]1[cH:10][cH:11][cH:12][cH:13][cH:14]1)=[O:15])[OH:16])([F:17])[F:18]. The reactants are C[Si](N[Si](C)(C)C)(C)C (hexamethyldisilazane), CS(=O)(=O)N (methanesulfonamide), N (ammonia). Reagents/catalysts: S1(=O)(=O)NC(=O)C2=CC=CC=C12 (saccharin). The solvent is C1(=CC=CC=C1)C (toluene). The product is C[Si](NS(=O)(=O)C)(C)C (N-trimethylsilylmethanesulfonamide). Yield: 127.4%. Reaction SMILES: [CH3:1][Si:2]([CH3:9])([CH3:8])[NH:3][Si](C)(C)C.[CH3:10][S:11](N)(=[O:13])=[O:12].N>S1(C2C(=CC=CC=2)C(=O)N1)(=O)=O.C1(C)C=CC=CC=1>[CH3:1][Si:2]([CH3:9])([CH3:8])[NH:3][S:11]([CH3:10])(=[O:13])=[O:12]. Reported procedure: 5.1 ml of hexamethyldisilazane (24.5 mmoles) were added to a refluxing mixture of 3.0 g (31.6 mmoles) of methanesulfonamide, 20 mg (0.11 mmole) of saccharin and 15 ml of toluene while a stream of nitrogen passed over the reaction mixture to expel the ammonia evolved, which was absorbed in water and titrated with 1 N H2SO4. It was found that after refluxing for 20 minutes the calculated amount of ammonia was evolved. The solvent and excess hexamethyldisilazane were evaporated in vacuo and the sol... Yields the product COC(=O)c1c(OCCCCl)[nH]c2ccccc12. Starting materials: CS(=O)(=O)O, OCCCCl, O=C1CCC(=O)N1Cl, ClCCl, C1CN2CCN1CC2, [Na+], [Na+], O=C([O-])[O-], COC(=O)c1c[nH]c2ccccc12. RXN SMILES: [CH3:35][S:36]([OH:37])(=[O:38])=[O:39].[Cl:1][CH2:2][CH2:3][CH2:4][OH:5].[Cl:27][N:28]1[C:29](=[O:30])[CH2:31][CH2:32][C:33]1=[O:34].[Cl:46][CH2:47][Cl:48].[N:19]12[CH2:20][CH2:21][N:22]([CH2:23][CH2:24]1)[CH2:25][CH2:26]2.[Na+:40].[Na+:41].[O-:42][C:43](=[O:44])[O-:45].[nH:6]1[cH:7][c:8]([C:15](=[O:16])[O:17][CH3:18])[c:9]2[cH:10][cH:11][cH:12][cH:13][c:14]12>>[Cl:1][CH2:2][CH2:3][CH2:4][O:5][c:7]1[nH:6][c:14]2[c:9]([c:8]1[C:15](=[O:16])[O:17][CH3:18])[cH:10][cH:11][cH:12][cH:13]2.